This data is from the Open Reaction Database (ORD), a public repository of structured organic reaction records. The task is: describe an organic reaction: reactants, conditions, products, and yield Starting materials: Br[Mg]c1ccccc1, Br, CCOCC, CCCCCCC, CCOCC, ClCCl, O=S(c1ccccc1)c1ccccc1, c1ccccc1. Product: [Br-], c1ccc([S+](c2ccccc2)c2ccccc2)cc1. RXN SMILES: [Br:1][Mg:2][c:3]1[cH:4][cH:5][cH:6][cH:7][cH:8]1.[BrH:28].[CH2:35]([O:36][CH2:37][CH3:38])[CH3:39].[CH3:43][CH2:44][CH2:45][CH2:46][CH2:47][CH2:48][CH3:49].[CH3:9][CH2:10][O:11][CH2:12][CH3:13].[Cl:40][CH2:41][Cl:42].[c:14]1([S:20](=[O:21])[c:22]2[cH:23][cH:24][cH:25][cH:26][cH:27]2)[cH:15][cH:16][cH:17][cH:18][cH:19]1.[cH:29]1[cH:30][cH:31][cH:32][cH:33][cH:34]1>>[Br-:1].[c:3]1([S+:20]([c:14]2[cH:15][cH:16][cH:17][cH:18][cH:19]2)[c:22]2[cH:23][cH:24][cH:25][cH:26][cH:27]2)[cH:4][cH:5][cH:6][cH:7][cH:8]1.